Dataset: the Open Reaction Database (ORD), a public repository of structured organic reaction records. Task: describe an organic reaction: reactants, conditions, products, and yield Reported procedure: To a flask were added 2.0 g 2,3-diaminotoluene, 1.0 g 90% formic acid and 30 ml 5M hydrochloric acid and the mixture was heated to 90 C under nitrogen for 4 hours. After cooling to 22 C, the mixture was basified with aqueous ammonium hydroxide and the product was removed by filtration and washed with water. The product was purified by column chromatography using pure ethyl acetate resulting in 1.0 g brown solid. Yields the product CC1=CC=CC=2NC=NC21 (4-methyl-1H-benzimidazole). Starting materials: NC1=C(C=CC=C1N)C (2,3-diaminotoluene), Cl (hydrochloric acid), C(=O)O (formic acid), [OH-].[NH4+] (ammonium hydroxide). RXN SMILES: [NH2:1][C:2]1[C:7]([NH2:8])=[CH:6][CH:5]=[CH:4][C:3]=1[CH3:9].Cl.[OH-].[NH4+].[CH:13](O)=O>>[CH3:9][C:3]1[C:2]2[N:1]=[CH:13][NH:8][C:7]=2[CH:6]=[CH:5][CH:4]=1 |f:2.3|. Starting materials: NC1=C(C#N)C(=CC=C1)[N+](=O)[O-] (2-amino-6-nitrobenzonitrile), C(C)(=O)OCC(=O)Cl (acetoxyacetyl chloride). The solvent is N1=CC=CC=C1 (pyridine). Run at time 1 hour. Product: C(C)(=O)OCC(=O)NC1=C(C#N)C(=CC=C1)[N+](=O)[O-] (2-(acetoxyacetylamino)-6-nitrobenzonitrile). As a reaction SMILES: [NH2:1][C:2]1[CH:9]=[CH:8][CH:7]=[C:6]([N+:10]([O-:12])=[O:11])[C:3]=1[C:4]#[N:5].[C:13]([O:16][CH2:17][C:18](Cl)=[O:19])(=[O:15])[CH3:14]>N1C=CC=CC=1>[C:13]([O:16][CH2:17][C:18]([NH:1][C:2]1[CH:9]=[CH:8][CH:7]=[C:6]([N+:10]([O-:12])=[O:11])[C:3]=1[C:4]#[N:5])=[O:19])(=[O:15])[CH3:14]. Procedure: A solution of 2-amino-6-nitrobenzonitrile (6.5 g) in pyridine (100 ml) is cooled in an ice bath and thereto is added dropwise acetoxyacetyl chloride (4.4 ml). The mixture is stirred at room temperature for 1 hour, and thereafter, pyridine is distilled off under reduced pressure, and then water is added thereto, and the mixture is extracted with methylene chloride. The organic layer is washed with 1N hydrochloric acid and dried over anhydrous sodium sulfate, and the solvent is distilled off under...